Dataset: the Open Reaction Database (ORD), a public repository of structured organic reaction records. Task: describe an organic reaction: reactants, conditions, products, and yield Starting materials: ClC=1C=C2C(=CC(=NC2=CC1)NN)C1=C(C=CC=C1)Cl (6-chloro-2-hydrazino-4-(o-chlorophenyl)quinoline), C(C)(OCC)(OCC)OCC (triethyl orthoacetate). Run in C=1(C(=CC=CC1)C)C (xylene). Product: ClC=1C=C2C(=CC=3N(C2=CC1)C(=NN3)C)C3=C(C=CC=C3)Cl (7-chloro-1-methyl-5-(o-chlorophenyl)-s-triazolo[4,3-a]quinoline). Reaction SMILES: [Cl:1][C:2]1[CH:3]=[C:4]2[C:9](=[CH:10][CH:11]=1)[N:8]=[C:7]([NH:12][NH2:13])[CH:6]=[C:5]2[C:14]1[CH:19]=[CH:18][CH:17]=[CH:16][C:15]=1[Cl:20].[C:21](OCC)(OCC)(OCC)[CH3:22]>C1(C)C(C)=CC=CC=1>[Cl:1][C:2]1[CH:3]=[C:4]2[C:9](=[CH:10][CH:11]=1)[N:8]1[C:21]([CH3:22])=[N:13][N:12]=[C:7]1[CH:6]=[C:5]2[C:14]1[CH:19]=[CH:18][CH:17]=[CH:16][C:15]=1[Cl:20]. Procedure: In the manner given in Preparation 5, 6-chloro-2-hydrazino-4-(o-chlorophenyl)quinoline and triethyl orthoacetate in xylene were refluxed to give 7-chloro-1-methyl-5-(o-chlorophenyl)-s-triazolo[4,3-a]quinoline.